From a dataset of the Open Reaction Database (ORD), a public repository of structured organic reaction records. describe an organic reaction: reactants, conditions, products, and yield The reactants are CS(=O)c1nc(NC2CC2)n2ncc(C=C3NC(=O)NC3=O)c2n1, CS(=O)(=O)c1nc(NC2CC2)n2ncc(C=C3NC(=O)NC3=O)c2n1, CC(C)O, O=Cc1c[nH]cn1. Product: O=Cc1cn(-c2nc(NC3CC3)n3ncc(C=C4NC(=O)NC4=O)c3n2)cn1. RXN SMILES: [CH:1]1([NH:4][c:5]2[n:6][c:7]([S:22]([CH3:23])=[O:24])[n:8][c:9]3[n:10]2[n:11][cH:12][c:13]3[CH:14]=[C:15]2[C:16](=[O:21])[NH:17][C:18](=[O:20])[NH:19]2)[CH2:2][CH2:3]1.[CH:25]1([NH:26][c:27]2[n:28]3[n:29][cH:30][c:31]([CH:32]=[C:33]4[C:34](=[O:35])[NH:36][C:37](=[O:38])[NH:39]4)[c:40]3[n:41][c:42]([S:43]([CH3:44])(=[O:45])=[O:46])[n:47]2)[CH2:48][CH2:49]1.[CH:57]([OH:58])([CH3:59])[CH3:60].[nH:50]1[cH:51][n:52][c:53]([CH:55]=[O:56])[cH:54]1>>[CH:1]1([NH:4][c:5]2[n:6][c:7](-[n:50]3[cH:51][n:52][c:53]([CH:55]=[O:56])[cH:54]3)[n:8][c:9]3[n:10]2[n:11][cH:12][c:13]3[CH:14]=[C:15]2[C:16](=[O:21])[NH:17][C:18](=[O:20])[NH:19]2)[CH2:2][CH2:3]1. Starting materials: C([O-])([O-])=O.[Cs+].[Cs+] (Cesium carbonate), ClC=1C=CC=C2C(=CC(=NC12)SCC)O (8-Chloro-2-ethylsulfanyl-quinolin-4-ol), COC1=CC=C(CCl)C=C1 (p-methoxybenzyl chloride). Run in C(C)(=O)OCC (ethyl acetate), CN(C=O)C (dimethylformamide). Conditions: temperature 65 celsius. Yields the product ClC=1C=CC=C2C(=CC(=NC12)SCC)OCC1=CC=C(C=C1)OC (8-chloro-2-ethylsulfanyl-4-(4-methoxy-benzyloxy)-quinoline). The yield is 72.3%. As a reaction SMILES: [Cl:1][C:2]1[CH:3]=[CH:4][CH:5]=[C:6]2[C:11]=1[N:10]=[C:9]([S:12][CH2:13][CH3:14])[CH:8]=[C:7]2[OH:15].C(=O)([O-])[O-].[Cs+].[Cs+].[CH3:22][O:23][C:24]1[CH:31]=[CH:30][C:27]([CH2:28]Cl)=[CH:26][CH:25]=1>CN(C)C=O.C(OCC)(=O)C>[Cl:1][C:2]1[CH:3]=[CH:4][CH:5]=[C:6]2[C:11]=1[N:10]=[C:9]([S:12][CH2:13][CH3:14])[CH:8]=[C:7]2[O:15][CH2:28][C:27]1[CH:30]=[CH:31][C:24]([O:23][CH3:22])=[CH:25][CH:26]=1 |f:1.2.3|. Procedure details: 8-Chloro-2-ethylsulfanyl-quinolin-4-ol (10.26 g, 42.8 mmol) was dissolved in anhydrous dimethylformamide (100 mL). Cesium carbonate (27.9 g, 85.6 mmol) was added, followed by p-methoxybenzyl chloride (8.0 g, 51.36 mmol). The mixture was then heated at 65° C. for 2 hours and then cooled to room temperature and diluted with ethyl acetate. The diluted reaction mixture was washed with brine 2 times, dried over Mg2SO4 and concentrated in vacuo. The residue was recrystallized from EtOAc/Hexanes to aff... Starting materials: Nc1cccc(-c2c(Cc3ccccc3)cnc3c(C(F)(F)F)cccc23)c1, O=Cc1ccc(C=C2SC(=O)NC2=O)cc1. Product: O=C1NC(=O)C(=Cc2ccc(CNc3cccc(-c4c(Cc5ccccc5)cnc5c(C(F)(F)F)cccc45)c3)cc2)S1. Reaction SMILES: [CH2:1]([c:2]1[cH:3][cH:4][cH:5][cH:6][cH:7]1)[c:8]1[cH:9][n:10][c:11]2[c:12]([C:25]([F:26])([F:27])[F:28])[cH:13][cH:14][cH:15][c:16]2[c:17]1-[c:18]1[cH:19][c:20]([NH2:24])[cH:21][cH:22][cH:23]1.[O:29]=[C:30]1[S:31][C:32](=[CH:36][c:37]2[cH:38][cH:39][c:40]([CH:41]=[O:42])[cH:43][cH:44]2)[C:33](=[O:35])[NH:34]1>>[CH2:1]([c:2]1[cH:3][cH:4][cH:5][cH:6][cH:7]1)[c:8]1[cH:9][n:10][c:11]2[c:12]([C:25]([F:26])([F:27])[F:28])[cH:13][cH:14][cH:15][c:16]2[c:17]1-[c:18]1[cH:19][c:20]([NH:24][CH2:41][c:40]2[cH:39][cH:38][c:37]([CH:36]=[C:32]3[S:31][C:30](=[O:29])[NH:34][C:33]3=[O:35])[cH:44][cH:43]2)[cH:21][cH:22][cH:23]1. Reactants: C1=CC=CC=2C3=CC=CC=C3C(C12)CC(=O)O (fluorene-9-acetic acid), Cl.CNOC (N,O-dimethylhydroxylamine hydrochloride). Yields the product C1=CC=CC=2C3=CC=CC=C3C(C12)CC(=O)N(C)OC (2-(9H-Fluoren-9-yl)-N-methoxy-N-methyl-acetamide). RXN SMILES: [CH:1]1[C:13]2[CH:12]([CH2:14][C:15](O)=[O:16])[C:11]3[C:6](=[CH:7][CH:8]=[CH:9][CH:10]=3)[C:5]=2[CH:4]=[CH:3][CH:2]=1.Cl.[CH3:19][NH:20][O:21][CH3:22]>>[CH:5]1[C:13]2[CH:12]([CH2:14][C:15]([N:20]([O:21][CH3:22])[CH3:19])=[O:16])[C:11]3[C:10](=[CH:9][CH:8]=[CH:7][CH:6]=3)[C:1]=2[CH:2]=[CH:3][CH:4]=1 |f:1.2|. Procedure: In analogy to example 55, step 1, from fluorene-9-acetic acid (CAS RN: [6284-80-6]) and N,O-dimethylhydroxylamine hydrochloride was prepared the title compound as an off-white oil, MS (ESI+): m/z=268.1 ([M+H]+). Reported procedure: A mixture of 3-ethoxy-4-isopropoxybenzaldehyde (1.78 g, 8.55 mmol), 4-aminobenzonitrile (1.01 g, 8.55 mmol), and 5 g 4 A molecular sieves in 20 mL toluene was refluxed with azeotropic removal of water for 2 h. The mixture was filtered and concentrated to afford 2.29 g of Intermediate 1.1 as a pale yellow solid. Product: C(C)OC=1C=C(\C=N\C2=CC=C(C#N)C=C2)C=CC1OC(C)C ((E)-4-(3-ethoxy-4-isopropoxybenzylideneamino)benzonitrile). Starting materials: O (water), C(C)OC=1C=C(C=O)C=CC1OC(C)C (3-ethoxy-4-isopropoxybenzaldehyde), NC1=CC=C(C#N)C=C1 (4-aminobenzonitrile), 4. RXN SMILES: [CH2:1]([O:3][C:4]1[CH:5]=[C:6]([CH:9]=[CH:10][C:11]=1[O:12][CH:13]([CH3:15])[CH3:14])[CH:7]=O)[CH3:2].[NH2:16][C:17]1[CH:24]=[CH:23][C:20]([C:21]#[N:22])=[CH:19][CH:18]=1.O>C1(C)C=CC=CC=1>[CH2:1]([O:3][C:4]1[CH:5]=[C:6]([CH:9]=[CH:10][C:11]=1[O:12][CH:13]([CH3:15])[CH3:14])/[CH:7]=[N:16]/[C:17]1[CH:24]=[CH:23][C:20]([C:21]#[N:22])=[CH:19][CH:18]=1)[CH3:2]. Solvent: C1(=CC=CC=C1)C (toluene). Yield: 86.9%. The reactants are COc1ccc(-c2n[nH]c(=O)c3ccccc23)cc1, O, O=P(Cl)(Cl)Cl. Product: COc1ccc(-c2nnc(Cl)c3ccccc23)cc1. RXN SMILES: [CH3:6][O:7][c:8]1[cH:9][cH:10][c:11](-[c:14]2[n:15][nH:16][c:17](=[O:24])[c:18]3[cH:19][cH:20][cH:21][cH:22][c:23]23)[cH:12][cH:13]1.[OH2:25].[P:1]([Cl:2])([Cl:3])([Cl:4])=[O:5]>>[Cl:3][c:17]1[n:16][n:15][c:14](-[c:11]2[cH:10][cH:9][c:8]([O:7][CH3:6])[cH:13][cH:12]2)[c:23]2[c:18]1[cH:19][cH:20][cH:21][cH:22]2. Starting materials: IC1=CC=CC=C1S(=O)(N)=O, OB(O)C1=CC=C(OC)C=C1. Reagents/catalysts: [F-].[Cs+], CC(=O)[O-].CC(=O)[O-].[Cu+2]. Run in ClCCCl, ClCCCl. Conditions: temperature 60 celsius, time 18 hour. Product: IC1=CC=CC=C1S(=O)(NC2=CC=C(OC)C=C2)=O, IC1=CC=CC=C1S(=O)(N(C2=CC=C(OC)C=C2)C3=CC=C(OC)C=C3)=O. The yield is 9.2%. Reported procedure: Reactions were run in 8 x 30 mm glass vial inserts in 96 well-plate Para-dox Aluminum Reaction Blocks. The reaction components were dosed according to the design shown in Figure S2 and Figure S3. First, the catalysts (2 umol per vial) and solid bases (20 umol per vial) were added by dosing 50 uL each of a stock solution in 1,2-dichloroethane (40 mM for catalysts, 0.4 M for bases) via single-channel pipette. The 1,2-dichloroethane was then removed via centrifugal evaporation using a Genevac EZ-2 ... Starting materials: C(C)C(C(=O)OC)C(C)C (methyl 2-ethyl-3-methylbutyrate), C(C=C)Br (allyl bromide), C(C)(C)[N-]C(C)C.[Li+] (lithium diisopropylamide), CN(C)P(=O)(N(C)C)N(C)C (HMPA). The solvent is C1CCOC1 (THF). Yields the product C(C)C(C(=O)OC)(CC=C)C(C)C (methyl 2-ethyl-2-(1-methylethyl)-4-pentenoate). Isolated yield 81.7%. Reaction SMILES: [CH2:1]([CH:3]([CH:8]([CH3:10])[CH3:9])[C:4]([O:6][CH3:7])=[O:5])[CH3:2].[CH2:11](Br)[CH:12]=[CH2:13].C([N-]C(C)C)(C)C.[Li+].CN(P(N(C)C)(N(C)C)=O)C>C1COCC1>[CH2:1]([C:3]([CH:8]([CH3:10])[CH3:9])([CH2:13][CH:12]=[CH2:11])[C:4]([O:6][CH3:7])=[O:5])[CH3:2] |f:2.3|. Procedure: The reaction of methyl 2-ethyl-3-methylbutyrate (23.76 g, 165 mmol), prepared as in Lion C, Dubois J E (1981) supra., with allyl bromide (31.34 g, 259 mmol) in the presence of lithium diisopropylamide (prepared by treating diisopropylamine (25.05 g, 248 mmol) with butyllithium in hexanes (2.5 M, 94.4 mL, 236 mmol)) in THF (330 mL) and HMPA (24.7 mL, 142 mmol), as described above in the preparation of Example 7, followed by the vacuum distillation of crude product afforded the pure olefinic ester... Starting materials: BrC(Br)(Br)Br, ClCCl, OCc1cccc(O)c1, c1ccc(P(c2ccccc2)c2ccccc2)cc1. Product: Oc1cccc(CBr)c1. RXN SMILES: [Br:10][C:11]([Br:12])([Br:13])[Br:14].[CH2:34]([Cl:35])[Cl:36].[OH:1][CH2:2][c:3]1[cH:4][cH:5][cH:6][c:7]([OH:8])[cH:9]1.[c:15]1([P:16]([c:17]2[cH:18][cH:19][cH:20][cH:21][cH:22]2)[c:23]2[cH:24][cH:25][cH:26][cH:27][cH:28]2)[cH:29][cH:30][cH:31][cH:32][cH:33]1>>[CH2:2]([c:3]1[cH:4][cH:5][cH:6][c:7]([OH:8])[cH:9]1)[Br:10].